This data is from the Open Reaction Database (ORD), a public repository of structured organic reaction records. The task is: describe an organic reaction: reactants, conditions, products, and yield The reactants are OC1=CC=C(CNC(=O)C2(CC2)NC(=O)C=2C=NC=NC2)C=C1 (pyrimidin-5-carboxylic acid[1-(4-hydroxy-benzylcarbamoyl)-cyclopropyl]-amide), FC1=C(C=C(C#N)C=C1)C(F)(F)F (4-fluoro-3-trifluoromethyl-benzonitrile), C([O-])([O-])=O.[K+].[K+] (potassium carbonate). Solvent: CN(C)C=O (DMF), CC(=O)C (acetone). Yields the product C(#N)C1=CC(=C(OC2=CC=C(CNC(=O)C3(CC3)NC(=O)C=3C=NC=NC3)C=C2)C=C1)C(F)(F)F (Pyrimidine-5-carboxylic acid{1-[4-(4-cyano-2-trifluoromethyl-phenoxy)-benzylcarbamoyl]-cyclopropyl}-amide). The yield is 82.0%. RXN SMILES: [OH:1][C:2]1[CH:23]=[CH:22][C:5]([CH2:6][NH:7][C:8]([C:10]2([NH:13][C:14]([C:16]3[CH:17]=[N:18][CH:19]=[N:20][CH:21]=3)=[O:15])[CH2:12][CH2:11]2)=[O:9])=[CH:4][CH:3]=1.F[C:25]1[CH:32]=[CH:31][C:28]([C:29]#[N:30])=[CH:27][C:26]=1[C:33]([F:36])([F:35])[F:34].C(=O)([O-])[O-].[K+].[K+]>CN(C=O)C.CC(C)=O>[C:29]([C:28]1[CH:31]=[CH:32][C:25]([O:1][C:2]2[CH:23]=[CH:22][C:5]([CH2:6][NH:7][C:8]([C:10]3([NH:13][C:14]([C:16]4[CH:21]=[N:20][CH:19]=[N:18][CH:17]=4)=[O:15])[CH2:12][CH2:11]3)=[O:9])=[CH:4][CH:3]=2)=[C:26]([C:33]([F:34])([F:35])[F:36])[CH:27]=1)#[N:30] |f:2.3.4|. Reported procedure: A solution of 100 mg (0.32 mmol) of pyrimidin-5-carboxylic acid[1-(4-hydroxy-benzylcarbamoyl)-cyclopropyl]-amide, 60.5 mg (0.32 mmol) of 4-fluoro-3-trifluoromethyl-benzonitrile and 110 mg (0.8 mmol) of potassium carbonate in 5 mL DMF was stirred for two hours at 110° C. After cooling the mixture was diluted with approx. 3 mL acetone, filtered and evaporated down. The crude product thus obtained was purified by column chromatography (reversed phase). The reactants are C(=O)=O (dry ice), C(C)(CC)[Li] (sec-butyllithium), C1CCCCC1 (cyclohexane), FC1=CC=C2C=CN(C2=C1)[Si](C(C)C)(C(C)C)C(C)C (6-fluoro-1-(triisopropylsilyl)-1H-indole). The solvent is CCOCC (Et2O), C1CCOC1 (THF), O (water). Conditions: temperature -75 celsius, time 2 hour. The product is FC1=C(C=C2C=CN(C2=C1)[Si](C(C)C)(C(C)C)C(C)C)C(=O)O (6-fluoro-1-(triisopropylsilyl)-1H-indole-5-carboxylic acid). Yield: 74.0%. Reaction SMILES: [F:1][C:2]1[CH:10]=[C:9]2[C:5]([CH:6]=[CH:7][N:8]2[Si:11]([CH:18]([CH3:20])[CH3:19])([CH:15]([CH3:17])[CH3:16])[CH:12]([CH3:14])[CH3:13])=[CH:4][CH:3]=1.C([Li])(CC)C.C1CCCCC1.[C:32](=[O:34])=[O:33]>CCOCC.O.C1COCC1>[F:1][C:2]1[CH:10]=[C:9]2[C:5]([CH:6]=[CH:7][N:8]2[Si:11]([CH:15]([CH3:17])[CH3:16])([CH:18]([CH3:20])[CH3:19])[CH:12]([CH3:13])[CH3:14])=[CH:4][C:3]=1[C:32]([OH:34])=[O:33]. Procedure details: In a 250 mL round bottomed flask, 6-fluoro-1-(triisopropylsilyl)-1H-indole (5.12 g, 17.57 mmol) was treated with THF (35 mL), cooled to −75° C. and treated with sec-butyllithium, 1.4 M in cyclohexane (12.55 mL, 17.57 mmol) and stirred at −75° C. for 2 h. The reaction mixture was treated with crushed dry ice and was warmed to RT over 30 min. The reaction mixture was treated with 10 mL water and the organic layer was washed with 1 M citric acid (2×20 mL) in an extraction funnel. The organic layer ... Product: CN(C(=O)OC(C)(C)C)C1(C2CCN(C(=O)OCc3ccccc3)C2)CC1. Reaction SMILES: [Ag:29]=[O:30].[CH2:1]([c:2]1[cH:3][cH:4][cH:5][cH:6][cH:7]1)[O:8][C:9](=[O:10])[N:11]1[CH2:12][CH:13]([C:16]2([NH:19][C:20](=[O:21])[O:22][C:23]([CH3:24])([CH3:25])[CH3:26])[CH2:17][CH2:18]2)[CH2:14][CH2:15]1.[CH3:27][I:28]>>[CH2:1]([c:2]1[cH:3][cH:4][cH:5][cH:6][cH:7]1)[O:8][C:9](=[O:10])[N:11]1[CH2:12][CH:13]([C:16]2([N:19]([C:20](=[O:21])[O:22][C:23]([CH3:24])([CH3:25])[CH3:26])[CH3:27])[CH2:17][CH2:18]2)[CH2:14][CH2:15]1. The reactants are O=[Ag], CC(C)(C)OC(=O)NC1(C2CCN(C(=O)OCc3ccccc3)C2)CC1, CI. Starting materials: ClCCl, COC(c1ccccc1)(c1ccccc1)C(O)C(=O)OCc1ccccc1, O=C(O)CO, Cc1ccc(S(=O)(=O)O)cc1. The product is O=C1COC(c2ccccc2)(c2ccccc2)C(C(=O)OCc2ccccc2)O1. As a reaction SMILES: [Cl:44][CH2:45][Cl:46].[OH:1][CH:2]([C:3](=[O:4])[O:5][CH2:6][c:7]1[cH:8][cH:9][cH:10][cH:11][cH:12]1)[C:13]([c:14]1[cH:15][cH:16][cH:17][cH:18][cH:19]1)([c:20]1[cH:21][cH:22][cH:23][cH:24][cH:25]1)[O:26][CH3:27].[OH:28][CH2:29][C:30](=[O:31])[OH:32].[c:33]1([CH3:34])[cH:35][cH:36][c:37]([S:38]([OH:39])(=[O:40])=[O:41])[cH:42][cH:43]1>>[O:1]1[CH:2]([C:3](=[O:4])[O:5][CH2:6][c:7]2[cH:8][cH:9][cH:10][cH:11][cH:12]2)[C:13]([c:14]2[cH:15][cH:16][cH:17][cH:18][cH:19]2)([c:20]2[cH:21][cH:22][cH:23][cH:24][cH:25]2)[O:26][CH2:27][C:29]1=[O:28].